The task is: describe an organic reaction: reactants, conditions, products, and yield. This data is from the Open Reaction Database (ORD), a public repository of structured organic reaction records. Starting materials: C(=O)=O (dry ice), [Li]CCCC (n-BuLi), ClC1=C(C(=NC2=CC=C(C=C12)C(O)C=1C(=NC(=CC1)C)C)OC)CC1=CC=C(C=C1)C(F)(F)F ((4-Chloro-2-methoxy-3-(4-(trifluoromethyl)benzyl)quinolin-6-yl)(2,6-dimethylpyridin-3-yl)methanol), ClC1=C(C(=NC2=CC=C(C=C12)C(O)C=1C(=NC(=CC1)C)C)OC)CC1=CC=C(C=C1)C(F)(F)F ((4-Chloro-2-methoxy-3-(4-(trifluoromethyl)benzyl)quinolin-6-yl)(2,6-dimethylpyridin-3-yl)methanol), Li2CO3, IC (iodomethane), IC (iodomethane). The solvent is C1CCOC1 (THF), C(Cl)Cl (DCM), CS(=O)C (DMSO). Reaction conditions: time 5 minute. Yields the product ClC1=C(C(=NC2=CC=C(C=C12)C(=O)OC)OC)CC1=CC=C(C=C1)C(F)(F)F (Methyl 4-chloro-2-methoxy-3-(4-(trifluoromethyl)benzyl)quinoline-6-carboxylate). Reaction SMILES: [Li]CCCC.[Cl:6][C:7]1[C:16]2[C:11](=[CH:12][CH:13]=[C:14]([CH:17](C3C(C)=NC(C)=CC=3)[OH:18])[CH:15]=2)[N:10]=[C:9]([O:27][CH3:28])[C:8]=1[CH2:29][C:30]1[CH:35]=[CH:34][C:33]([C:36]([F:39])([F:38])[F:37])=[CH:32][CH:31]=1.[C:40](=O)=[O:41].IC>C1COCC1.C(Cl)Cl.CS(C)=O>[Cl:6][C:7]1[C:16]2[C:11](=[CH:12][CH:13]=[C:14]([C:17]([O:41][CH3:40])=[O:18])[CH:15]=2)[N:10]=[C:9]([O:27][CH3:28])[C:8]=1[CH2:29][C:30]1[CH:31]=[CH:32][C:33]([C:36]([F:38])([F:39])[F:37])=[CH:34][CH:35]=1. Reported procedure: n-BuLi (2.66 M in hexanes, 0.883 mL, 2.35 mmol) was added dropwise over 4 minutes to a stirred solution of 6-bromo-4-chloro-2-methoxy-3-(4-(trifluoromethyl)benzyl)quinoline (1.01 g, 2.35 mmol, Intermediate 12: step d) in THF (11.5 mL) under argon at ˜−70° C. After an additional minute, a pellet of dry ice (˜4 g, ˜90 mmol) was added to the dark solution, and the flask was quickly resealed, evacuated and flushed with argon. After another minute, the resulting homogeneous yellow reaction was remove...